Dataset: the Open Reaction Database (ORD), a public repository of structured organic reaction records. Task: describe an organic reaction: reactants, conditions, products, and yield Reactants: 4R, glycol, CC1(O[C@@H]([C@H](O1)[C@@H](CO)O)[C@@H](CO)O)C (3,4-O-isopropylidene-D-mannitol), I(=O)(=O)(=O)[O-] (periodate), [BH4-].[Na+] (sodium borohydride). Product: CC1(O[C@@H]([C@H](O1)CO)CO)C (2,3-O-isopropylidene-D-threitol). RXN SMILES: [CH3:1][C:2]1([CH3:15])[O:6][C@H:5]([C@H:7]([OH:10])CO)[C@@H:4]([C@H:11]([OH:14])CO)[O:3]1.I([O-])(=O)(=O)=O.[BH4-].[Na+]>>[CH3:1][C:2]1([CH3:15])[O:3][C@H:4]([CH2:11][OH:14])[C@@H:5]([CH2:7][OH:10])[O:6]1 |f:2.3|. Procedure details: Such a reaction sequence is illustrated for R=methyl by way of example in Scheme 1, for the preparation of the (4R, 5R)-compound. The starting material, the known 3,4-O-isopropylidene-D-mannitol (1), is reacted with periodate ion, and the product of glycol cleavage is reduced with sodium borohydride to afford 2,3-O-isopropylidene-D-threitol (2). Sulphonylation of (2) with methanesulphonyl chloride affords the di-methanesulphonate (3), which undergoes displacement with azide ion to yield the diaz...